Dataset: the Open Reaction Database (ORD), a public repository of structured organic reaction records. Task: describe an organic reaction: reactants, conditions, products, and yield Reactants: C(C1=CC=CC=C1)N1CCC(CC1)N=C(C1=CC=CC=C1)C=1C=NC=CC1N (3-[α-{(1-benzylpiperidin-4-yl)imino}benzyl]-4-aminopyridine), [H-].[Al+3].[Li+].[H-].[H-].[H-] (lithium aluminum hydride), O (water), [OH-].[Na+] (sodium hydroxide), O (water). The solvent is O1CCCC1 (tetrahydrofuran), O1CCCC1 (tetrahydrofuran). Run at time 1 hour. Product: C(C1=CC=CC=C1)N1CCC(CC1)NC(C1=CC=CC=C1)C=1C=NC=CC1N (3-[α-{(1-benzylpiperidin-4-yl)amino}-benzyl]-4-aminopyridine). Isolated yield 63.1%. RXN SMILES: [H-].[Al+3].[Li+].[H-].[H-].[H-].[CH2:7]([N:14]1[CH2:19][CH2:18][CH:17]([N:20]=[C:21]([C:28]2[CH:29]=[N:30][CH:31]=[CH:32][C:33]=2[NH2:34])[C:22]2[CH:27]=[CH:26][CH:25]=[CH:24][CH:23]=2)[CH2:16][CH2:15]1)[C:8]1[CH:13]=[CH:12][CH:11]=[CH:10][CH:9]=1.O.[OH-].[Na+]>O1CCCC1>[CH2:7]([N:14]1[CH2:19][CH2:18][CH:17]([NH:20][CH:21]([C:28]2[CH:29]=[N:30][CH:31]=[CH:32][C:33]=2[NH2:34])[C:22]2[CH:27]=[CH:26][CH:25]=[CH:24][CH:23]=2)[CH2:16][CH2:15]1)[C:8]1[CH:13]=[CH:12][CH:11]=[CH:10][CH:9]=1 |f:0.1.2.3.4.5,8.9|. Procedure: To a suspension of 0.68 g (17.9 mmol) of lithium aluminum hydride in 100 mL of tetrahydrofuran was added dropwise a solution of 6.65 g (17.9 mmol) of 3-[α-{(1-benzylpiperidin-4-yl)imino}benzyl]-4-aminopyridine in tetrahydrofuran 30 ml under reflux, and the mixture was heated under reflux for 1 hour. After being cooled, the mixture was added sequentially with 0.7 mL of water, 0.7 mL of an aqueous 15% sodium hydroxide solution and 2 mL of water, under ice-cooling. After being stirred for 1 hour at...